From a dataset of the Open Reaction Database (ORD), a public repository of structured organic reaction records. describe an organic reaction: reactants, conditions, products, and yield Conditions: temperature 60 celsius, time 2 hour. Procedure: A mixture of 6-methylisocytosine (1 eq.) and carbonyldiimidazole (1.5 eq.) were combined in dimethylsulfoxide (DMSO) and the solution was stirred at 60° C. for 2 hours. The mixture was cooled to about room temperature and acetone added after which the desired product precipitated as a white powder that was collected by filtration. The procedure of A. T. Cate, P. Y. W. Dankers, H. Kooijman, A. L. Spek, R. P. Sijbesma, and E. W. Meijer, J. of Am. Chem. Soc., 2003, 125, 6860 was followed for this s... Solvent: CS(=O)C (dimethylsulfoxide). Reaction SMILES: [CH3:1][C:2]1[NH:8][C:7]([NH2:9])=[N:6][C:4](=[O:5])[CH:3]=1.[C:10](N1C=CN=C1)([N:12]1[CH:16]=[CH:15][N:14]=[CH:13]1)=[O:11].CC(C)=O>CS(C)=O>[CH3:1][C:2]1[NH:8][C:7]([NH:9][C:10]([N:12]2[CH:16]=[CH:15][N:14]=[CH:13]2)=[O:11])=[N:6][C:4](=[O:5])[CH:3]=1. Product: CC1=CC(N=C(N1)NC(=O)N1C=NC=C1)=O (N-(6-methyl-4-oxo-1,4-dihydropyrimidin-2-yl)-1H-imidazole-1-carboxamide). The reactants are CC(=O)C (acetone), CC1=CC(=O)N=C(N1)N (6-methylisocytosine), C(=O)(N1C=NC=C1)N1C=NC=C1 (carbonyldiimidazole). Starting materials: NC1=C(N(C2=CC(=CC=C12)Cl)C(=O)OCC)C(C1=CC=CC=C1)=O (3-Amino-2-benzoyl-6-chloro-1-(ethoxycarbonyl)indole), C(=O)([O-])[O-].[K+].[K+] (K2CO3). Run in C(C)O (ethanol). Yields the product NC1=C(NC2=CC(=CC=C12)Cl)C(C1=CC=CC=C1)=O (3-Amino-2-benzoyl-6-chloroindole). Yield: 90.9%. As a reaction SMILES: [NH2:1][C:2]1[C:10]2[C:5](=[CH:6][C:7]([Cl:11])=[CH:8][CH:9]=2)[N:4](C(OCC)=O)[C:3]=1[C:17](=[O:24])[C:18]1[CH:23]=[CH:22][CH:21]=[CH:20][CH:19]=1.C([O-])([O-])=O.[K+].[K+]>C(O)C>[NH2:1][C:2]1[C:10]2[C:5](=[CH:6][C:7]([Cl:11])=[CH:8][CH:9]=2)[NH:4][C:3]=1[C:17](=[O:24])[C:18]1[CH:23]=[CH:22][CH:21]=[CH:20][CH:19]=1 |f:1.2.3|. Procedure details: The product of step 2 (4.5 g, 13 mmol) and K2CO3 (18 g, 130 mmol) was heated at reflux for 5 h in 50% aqueous ethanol. The mixture was cooled and concentrated, and the residue partitioned between water (50 ml) and dichloromethane (100 ml). The organic extract was dried (MgSO4) and solvent removed. The residual solid was recrystallized from hexane/ethyl acetate to afford 3.2 g (91%) of the title compound. m.p.: 128-130° C. 1H-NMR (CDC13) δ: 7.85-7.76 (2H, m), 7.64 (1H, br s), 7.59-7.49 (4H, m), 7...